The task is: describe an organic reaction: reactants, conditions, products, and yield. This data is from the Open Reaction Database (ORD), a public repository of structured organic reaction records. Starting materials: [H-].[Na+] (Sodium hydride), COC(=O)C1=CC=C2C=CNC2=C1 (1H-Indole-6-carboxylic acid methyl ester), C(=O)(OC(C)(C)C)NCCBr (2-(Boc-amino)ethyl bromide). The solvent is CN(C)C=O (DMF). Run at time 17 hour. Product: COC(=O)C1=CC=C2C=CN(C2=C1)CCNC(=O)OC(C)(C)C (1-(2-tert-Butoxycarbonylamino-ethyl)-1H-indole-6-carboxylic acid methyl ester). Reaction SMILES: [CH3:1][O:2][C:3]([C:5]1[CH:13]=[C:12]2[C:8]([CH:9]=[CH:10][NH:11]2)=[CH:7][CH:6]=1)=[O:4].[H-].[Na+].[C:16]([NH:23][CH2:24][CH2:25]Br)([O:18][C:19]([CH3:22])([CH3:21])[CH3:20])=[O:17]>CN(C=O)C>[CH3:1][O:2][C:3]([C:5]1[CH:13]=[C:12]2[C:8]([CH:9]=[CH:10][N:11]2[CH2:25][CH2:24][NH:23][C:16]([O:18][C:19]([CH3:22])([CH3:21])[CH3:20])=[O:17])=[CH:7][CH:6]=1)=[O:4] |f:1.2|. Procedure: A solution of 1H-Indole-6-carboxylic acid methyl ester (0.503 g, 2.87 mmol) and DMF (9.0 mL) under argon was cooled to 0° C. for 10 min. Sodium hydride (˜48%, 0.190 g, 3.80 mmol) was added and reaction warmed to room temperature for 30 min. 2-(Boc-amino)ethyl bromide (0.787 g, 3.52 mmol) was added and the reaction stirred for 17 hr. The reaction was quenched with H2O and extracted with ethyl acetate (3×). The combined organic layers were washed with H2O and brine, dried over Na2SO4, filtered, an...